The task is: describe an organic reaction: reactants, conditions, products, and yield. This data is from the Open Reaction Database (ORD), a public repository of structured organic reaction records. Reactants: C(C)NC([C@@H](NC(=O)OC(C)(C)C)CSCC)=O (S-ethyl-N-t-butyloxycarbonyl-L-cysteine ethylamide), ice, solution, Cl (hydrogen chloride). The solvent is C(C)(=O)OCC (ethyl acetate), C(C)(=O)OCC (ethyl acetate). Conditions: time 2.5 hour. Product: Cl.C(C)NC([C@@H](N)CSCC)=O (S-ethyl-L-cysteine ethylamide hydrochloride). Isolated yield 85.0%. As a reaction SMILES: [ClH:1].[CH2:2]([NH:4][C:5](=[O:19])[C@H:6]([CH2:15][S:16][CH2:17][CH3:18])[NH:7]C(OC(C)(C)C)=O)[CH3:3]>C(OCC)(=O)C>[ClH:1].[CH2:2]([NH:4][C:5](=[O:19])[C@H:6]([CH2:15][S:16][CH2:17][CH3:18])[NH2:7])[CH3:3] |f:3.4|. Procedure: To 14.92 g (100 mmole) of S-methyl-L-cysteine were added 55 ml of water and 21 ml (110 mmole) of triethylamine and the mixture was dissolved in 55 ml of dimethylformamide at room temperature. Thereafter, 26.4 g (110 mmole) of t-butyl-S-4,6-dimethylpyrimidin-2-ylthiol carbanate was added and the mixture was stirred for about 10 hours at room temperature. After addition of 150 ml of water, the mixture was extracted with 2×200 ml of ethyl acetate. The aqueous layer was ice-cooled, adjusted to pH 2 ... The reactants are CC1(OC(C(O1)=CC(=O)N(OC)CC1=CC=C(C=C1)F)=O)C (2-(2,2-Dimethyl-5-oxo-[1,3]dioxolan-4-ylidene)-N-(4-fluoro-benzyl)-N-methoxy-acetamide), C1(CC1)CC1(CC1)S(=O)(=O)N (1-cyclopropylmethyl-cyclopropanesulfonic acid amide), compound 1. Product: FC1=CC=C(CN(C(C=C(C(=O)NS(=O)(=O)C2(CC2)CC2CC2)O)=O)OC)C=C1 (4-(1-Cyclopropylmethyl-cyclopropanesulfonylamino)-3-hydroxy-4-oxo-but-2-enoic acid (4-fluoro-benzyl)-methoxy-amide). Reaction SMILES: CC1(C)[O:6][C:5](=[CH:7][C:8]([N:10]([CH2:13][C:14]2[CH:19]=[CH:18][C:17]([F:20])=[CH:16][CH:15]=2)[O:11][CH3:12])=[O:9])[C:4](=[O:21])O1.[CH:23]1([CH2:26][C:27]2([S:30]([NH2:33])(=[O:32])=[O:31])[CH2:29][CH2:28]2)[CH2:25][CH2:24]1>>[F:20][C:17]1[CH:16]=[CH:15][C:14]([CH2:13][N:10]([O:11][CH3:12])[C:8](=[O:9])[CH:7]=[C:5]([OH:6])[C:4]([NH:33][S:30]([C:27]2([CH2:26][CH:23]3[CH2:24][CH2:25]3)[CH2:28][CH2:29]2)(=[O:31])=[O:32])=[O:21])=[CH:19][CH:18]=1. Procedure details: 2-(2,2-Dimethyl-5-oxo-[1,3]dioxolan-4-ylidene)-N-(4-fluoro-benzyl)-N-methoxy-acetamide was treated with 1-cyclopropylmethyl-cyclopropanesulfonic acid amide as described in the preparation of compound 1 to yield the title compound. MS (M−H) calcd for C19H22FN2O6S: 425.1. Found: 425.0. 1H NMR (500 MHz, CDCl3) δ: 0.12 (m, 2), 0.50 (m, 2), 0.70 (m, 1), 1.14 (m, 2), 1.75 (m, 2), 1.88 (m, 2), 3.69 (s, 3), 4.79 (s, 2), 6.54 (s, 1), 7.03 (m, 2), 7.30 (m, 2), 8.83 (s, 1). Anal calcd for C19H23FN2O6S; C, ... Reactants: NC=1C2=C(N=CN1)N(C=CC2=O)[C@H]2[C@H](O)[C@H](O)[C@H](O2)CO (4-amino-5-oxo-8-(β-D-ribofuranosyl)pyrido[2,3-d]pyrimidine), Cl[Si](O[Si](C(C)C)(C(C)C)Cl)(C(C)C)C(C)C (1,3-dichloro-1,1,3,3-tetraisopropyldisiloxane), O (Water). The solvent is N1=CC=CC=C1 (pyridine). Reaction conditions: time 20 hour. Yields the product N1=CN=CC2=C1N=CC=C2 (pyrido[2,3-d]pyrimidine). As a reaction SMILES: N[C:2]1[C:3]2[C:11](=O)[CH:10]=[CH:9][N:8]([C@@H]3O[C@H](CO)[C@@H](O)[C@H]3O)[C:4]=2[N:5]=[CH:6][N:7]=1.Cl[Si](C(C)C)(C(C)C)O[Si](Cl)(C(C)C)C(C)C.O>N1C=CC=CC=1>[N:5]1[C:4]2[N:8]=[CH:9][CH:10]=[CH:11][C:3]=2[CH:2]=[N:7][CH:6]=1. Reported procedure: A reaction mixture of 4-amino-5-oxo-8-(β-D-ribofuranosyl)pyrido[2,3-d]pyrimidine (1.8 g, 6.20 mmol) and 1,3-dichloro-1,1,3,3-tetraisopropyldisiloxane (2.15 mL, 6.73 mmol) in anhydrous pyridine (25 mL) was stirred at room temperature for 20 h and cooled with ice. Water (0.5 mL) was added, and the mixture stirred at ambient temperature for 30 min and concentrated. The residue was dissolved in ethyl acetate, washed with diluted sodium bicarbonate, dried over Na2SO4, and concentrated. Chromatography...